This data is from the Open Reaction Database (ORD), a public repository of structured organic reaction records. The task is: describe an organic reaction: reactants, conditions, products, and yield Reactants: Cl (Hydrochloric acid), ClC1=CC(=CC(=N1)N1CCC(CC1)NC(OC(C)(C)C)=O)C1OC(N=N1)=O (tert-butyl 1-[6-chloro-4-(5-oxo-2,5-dihydro-1,3,4-oxadiazol-2-yl)pyridin-2-yl]piperidin-4-ylcarbamate), ClC1=CC(=CC(=N1)N1CCC(CC1)NC(OC(C)(C)C)=O)C1OC(N=N1)=O (tert-butyl 1-[6-chloro-4-(5-oxo-2,5-dihydro-1,3,4-oxadiazol-2-yl)pyridin-2-yl]piperidin-4-ylcarbamate). Run in O1CCOCC1 (dioxane). Conditions: time 45 minute. Yields the product Cl.NC1CCN(CC1)C1=NC(=CC(=C1)C1N=NC(O1)=O)Cl (5-[2-(4-Aminopiperidin-1-yl)-6-chloropyridin-4-yl]-1,3,4-oxadiazol-2(5H)-one hydrochloride). Yield: 188.1%. RXN SMILES: Cl.[Cl:2][C:3]1[N:8]=[C:7]([N:9]2[CH2:14][CH2:13][CH:12]([NH:15]C(=O)OC(C)(C)C)[CH2:11][CH2:10]2)[CH:6]=[C:5]([CH:23]2[N:27]=[N:26][C:25](=[O:28])[O:24]2)[CH:4]=1>O1CCOCC1>[ClH:2].[NH2:15][CH:12]1[CH2:13][CH2:14][N:9]([C:7]2[CH:6]=[C:5]([CH:23]3[O:24][C:25](=[O:28])[N:26]=[N:27]3)[CH:4]=[C:3]([Cl:2])[N:8]=2)[CH2:10][CH2:11]1 |f:3.4|. Procedure details: 4 N Hydrochloric acid in dioxane (3 ml) was added to tert-butyl 1-[6-chloro-4-(5-oxo-2,5-dihydro-1,3,4-oxadiazol-2-yl)pyridin-2-yl]piperidin-4-ylcarbamate (Intermediate 50, 0.12 mg, 0.32 mmol). The mixture was stirred at room temperature for 45 min, then concentrated in vacuo to afford the title compound (100 mg). Starting materials: CC#N, CCOc1cc(CBr)ccn1, CN(C)C=O, CC1(C)NC(=O)N(c2ccc(OC(F)(F)F)cc2)C1=O, CC#N, [H-], [Na+], O, O. Product: CCOc1cc(CN2C(=O)N(c3ccc(OC(F)(F)F)cc3)C(=O)C2(C)C)ccn1. Reaction SMILES: [C:43](#[N:44])[CH3:45].[CH2:23]([CH3:24])[O:25][c:26]1[n:27][cH:28][cH:29][c:30]([CH2:32][Br:33])[cH:31]1.[CH3:35][N:36]([CH3:37])[CH:38]=[O:39].[CH3:3][C:4]1([CH3:22])[C:5](=[O:21])[N:6]([c:10]2[cH:11][cH:12][c:13]([O:16][C:17]([F:18])([F:19])[F:20])[cH:14][cH:15]2)[C:7](=[O:9])[NH:8]1.[CH3:40][C:41]#[N:42].[H-:1].[Na+:2].[OH2:34].[OH2:46]>>[CH3:3][C:4]1([CH3:22])[C:5](=[O:21])[N:6]([c:10]2[cH:11][cH:12][c:13]([O:16][C:17]([F:18])([F:19])[F:20])[cH:14][cH:15]2)[C:7](=[O:9])[N:8]1[CH2:32][c:30]1[cH:29][cH:28][n:27][c:26]([O:25][CH2:23][CH3:24])[cH:31]1.